The task is: describe an organic reaction: reactants, conditions, products, and yield. This data is from the Open Reaction Database (ORD), a public repository of structured organic reaction records. Reactants: ClC1=C(SC=C1C)C1(CCCC1)C(=O)NNC(NC)=S (2-{[1-(3-chloro-4-methyl-2-thienyl)cyclopentyl]carbonyl}-N-methylhydrazinecarbothioamide), Cl (hydrochloric acid). The solvent is [OH-].[Na+] (sodium hydroxide). The product is ClC1=C(SC=C1C)C1(CCCC1)C=1N(C(NN1)=S)C (5-[1-(3-chloro-4-methyl-2-thienyl)cyclopentyl]-4-methyl-2,4-dihydro-3H-1,2,4-triazol-3-thione). Isolated yield 97.5%. Reaction SMILES: [Cl:1][C:2]1[C:6]([CH3:7])=[CH:5][S:4][C:3]=1[C:8]1([C:13]([NH:15][NH:16][C:17](=[S:20])[NH:18][CH3:19])=O)[CH2:12][CH2:11][CH2:10][CH2:9]1.Cl>[OH-].[Na+]>[Cl:1][C:2]1[C:6]([CH3:7])=[CH:5][S:4][C:3]=1[C:8]1([C:13]2[N:18]([CH3:19])[C:17](=[S:20])[NH:16][N:15]=2)[CH2:12][CH2:11][CH2:10][CH2:9]1 |f:2.3|. Procedure details: An 1M aqueous sodium hydroxide solution (10 ml) of 2-{[1-(3-chloro-4-methyl-2-thienyl)cyclopentyl]carbonyl}-N-methylhydrazinecarbothioamide (167 mg) was refluxed for 20 hours. An 1M aqueous hydrochloric acid solution was added to the reaction solution to acidify the solution and precipitated crude crystals were collected by filtration and washed with water to obtain 154 mg of 5-[1-(3-chloro-4-methyl-2-thienyl)cyclopentyl]-4-methyl-2,4-dihydro-3H-1,2,4-triazol-3-thione (pale brown solid). The solvent is C(C)(=O)O (acetic acid), CO (methanol), C(C)(=O)O (acetic acid). Run at time 2 hour. The reactants are CC1NCCC(C1(CCCO)C)C (2,3,4-trimethyl-3-piperidinepropanol), CC(=O)C (acetone), C(#N)[BH3-].[Na+] (sodium cyanoborohydride), 3A. Yield: 99.0%. As a reaction SMILES: [CH3:1][CH:2]1[C:7]([CH3:12])([CH2:8][CH2:9][CH2:10][OH:11])[CH:6]([CH3:13])[CH2:5][CH2:4][NH:3]1.[CH3:14][C:15]([CH3:17])=O.C([BH3-])#N.[Na+]>C(O)(=O)C.CO>[CH3:1][CH:2]1[C:7]([CH3:12])([CH2:8][CH2:9][CH2:10][OH:11])[CH:6]([CH3:13])[CH2:5][CH2:4][N:3]1[CH:15]([CH3:17])[CH3:14] |f:2.3|. Procedure details: A mixture of 2,3,4-trimethyl-3-piperidinepropanol (13.0 g, 70 mmol), acetone (400 mL), methanol (300 mL), sodium cyanoborohydride (4.4 g, 70 mmol), 3A molecular sieves (30 g) and acetic acid (4.0 mL, 70 mmol) was stirred under a nitrogen atmosphere for 2 hours. The pH was readjusted to a pH of 5 by the addition of 1.5 mL of additional acetic acid and the reaction mixture was stirred for 24 hours. The reaction mixture was filtered and the filtrate was concentrated in vacuo. The residue was dissol... Yields the product CC1N(CCC(C1(CCCO)C)C)C(C)C (2,3. 4-trimethyl-l- (1-methylethyl)-3-piperidinepropanol). The reactants are CCOCC, Cn1c(C=O)cnc1[N+](=O)[O-], C=[N+]=[N-]. Yields the product CC(=O)c1cnc([N+](=O)[O-])n1C. Reaction SMILES: [CH3:15][CH2:16][O:17][CH2:18][CH3:19].[CH3:1][n:2]1[c:3]([N+:9](=[O:10])[O-:11])[n:4][cH:5][c:6]1[CH:7]=[O:8].[N+:12](=[N-:13])=[CH2:14]>>[CH3:1][n:2]1[c:3]([N+:9](=[O:10])[O-:11])[n:4][cH:5][c:6]1[C:7](=[O:8])[CH3:14]. Reactants: ClCCCCCC1=CC(=NS1)C (5-(5-chloropentyl)-3-methylisothiazole), [I-].[K+] (potassium iodide), ClC1=C(C(=CC(=C1)C=1OCCN1)Cl)O (2,6-dichloro-4-(4,5-dihydro-2-oxazolyl)phenol), [OH-].[K+] (potassium hydroxide). Run in C(C)#N (acetonitrile). Yields the product ClC=1C=C(C=C(C1OCCCCCC1=CC(=NS1)C)Cl)C=1OCCN1 (2-{3,5-Dichloro-4-[(5-(3-methyl-5-isothiazolyl)pentyl)oxy]phenyl}-4,5-dihydro-oxazole). Yield: 76.9%. Reaction SMILES: Cl[CH2:2][CH2:3][CH2:4][CH2:5][CH2:6][C:7]1[S:11][N:10]=[C:9]([CH3:12])[CH:8]=1.[I-].[K+].[Cl:15][C:16]1[CH:21]=[C:20]([C:22]2[O:23][CH2:24][CH2:25][N:26]=2)[CH:19]=[C:18]([Cl:27])[C:17]=1[OH:28].[OH-].[K+]>C(#N)C>[Cl:15][C:16]1[CH:21]=[C:20]([C:22]2[O:23][CH2:24][CH2:25][N:26]=2)[CH:19]=[C:18]([Cl:27])[C:17]=1[O:28][CH2:2][CH2:3][CH2:4][CH2:5][CH2:6][C:7]1[S:11][N:10]=[C:9]([CH3:12])[CH:8]=1 |f:1.2,4.5|. Procedure: A suspension of 6.5 g 5-(5-chloropentyl)-3-methylisothiazole, 5.3 g potassium iodide, 9.1 g 2,6-dichloro-4-(4,5-dihydro-2-oxazolyl)phenol and 3.9 g potassium hydroxide in 300 ml acetonitrile was heated at reflux for 40 hours. Filtration, concentration and flash filtration (silica gel; 1:1 hexane/ethyl acetate) gave 9.8 g of oily product which when crystallized from hexane at Dry Ice temperature gave 5.3 g 2-}3,5-dichloro-4-[(5-(3-methyl-5-isothiazolyl)pentyl)oxy]phenyl}-4,5-dihydro-oxazole as a ... Reaction conditions: temperature 70 celsius, time 3 hour. Yield: 100.7%. As a reaction SMILES: [NH2:1][CH:2]1[CH2:10][CH:9]2[N:5]([CH2:6][CH2:7][CH2:8]2)[CH2:4][CH2:3]1.[CH:11]([C:13]1[CH:18]=[CH:17][N:16]=[CH:15][CH:14]=1)=O.S([O-])([O-])(=O)=O.[Mg+2]>C1(C)C=CC=CC=1>[N:16]1[CH:17]=[CH:18][C:13]([CH:11]=[N:1][CH:2]2[CH2:10][CH:9]3[N:5]([CH2:6][CH2:7][CH2:8]3)[CH2:4][CH2:3]2)=[CH:14][CH:15]=1 |f:2.3|. Procedure: (±)-7-Amino-1,2,3,5,6,7,8,8a-octahydroindolizine (4.91 g (35.0 mmol), prepared as described in 1)) was dissolved in toluene (95 ml). To the solution were added 4-formylpyridine (3.34 ml, 35.0 mmol) and anhydrous magnesium sulfate (3.75 g, 31.2 mmol), and the resulting mixture was stirred at 70° C. for 3 hours. At the end of this time, the reaction mixture was filtered to remove the catalyst and the filtrate was concentrated by evaporation under reduced pressure, to give the title compound (8.08 ... Run in C1(=CC=CC=C1)C (toluene). Yields the product N1=CC=C(C=C1)C=NC1CCN2CCCC2C1 ((±)-7-(Pyridin-4-yl)methyleneamino-1,2,3,5,6,7,8,8a-octahydroindolizine). Starting materials: C(=O)C1=CC=NC=C1 (4-formylpyridine), S(=O)(=O)([O-])[O-].[Mg+2] (magnesium sulfate), NC1CCN2CCCC2C1 ((±)-7-Amino-1,2,3,5,6,7,8,8a-octahydroindolizine). The reactants are aqueous solution, C(CC(O)(C(=O)O)CC(=O)O)(=O)O (citric acid), C(C)C=1CC(CC1C)O ((RS)-3-ethyl-4-methyl-3-cyclopenten-1-ol), N1=CC=CC=C1 (pyridine), Cl\C(=C/[C@H]1C([C@H]1C(=O)Cl)(C)C)\C(F)(F)F ((1RS)-cis-3-(Z-2-chloro-3,3,3-trifluoro-1-propenyl)-2,2-dimethylcyclopropanecarbonyl chloride). Reagents/catalysts: C(C)(C)(C)C1=C(C(=CC(=C1)C)C(C)(C)C)O (2,6-di-tert-butyl-4-methylphenol). Run in C1(=CC=CC=C1)C (toluene). The product is Cl\C(=C/[C@H]1C([C@H]1C(=O)OC1CC(=C(C1)C)CC)(C)C)\C(F)(F)F ((RS)-3-ethyl-4-methyl-3-cyclopenten-1-yl (1RS)-cis-3-(Z-2-chloro-3,3,3-trifluoro-1-propenyl)-2,2-dimethylcyclopropanecarboxylate). The yield is 82.9%. Reaction SMILES: [CH2:1]([C:3]1[CH2:4][CH:5]([OH:9])[CH2:6][C:7]=1[CH3:8])[CH3:2].N1C=CC=CC=1.[Cl:16]/[C:17](/[C:27]([F:30])([F:29])[F:28])=[CH:18]\[C@@H:19]1[C@H:21]([C:22](Cl)=[O:23])[C:20]1([CH3:26])[CH3:25].C(O)(=O)CC(CC(O)=O)(C(O)=O)O>C(C1C=C(C)C=C(C(C)(C)C)C=1O)(C)(C)C.C1(C)C=CC=CC=1>[Cl:16]/[C:17](/[C:27]([F:28])([F:29])[F:30])=[CH:18]\[C@@H:19]1[C@H:21]([C:22]([O:9][CH:5]2[CH2:6][C:7]([CH3:8])=[C:3]([CH2:1][CH3:2])[CH2:4]2)=[O:23])[C:20]1([CH3:26])[CH3:25]. Procedure details: To a mixture of (RS)-3-ethyl-4-methyl-3-cyclopenten-1-ol (115 mg), 2,6-di-tert-butyl-4-methylphenol (5 mg), pyridine (92 mg) and toluene (10 ml), (1RS)-cis-3-(Z-2-chloro-3,3,3-trifluoro-1-propenyl)-2,2-dimethylcyclopropanecarbonyl chloride (238 mg) was added under ice-cooling. The resulting reaction mixture was further allowed to react for 8 hours at room temperature. Then the reaction mixture was poured into ice-cooled 5% aqueous solution of citric acid and extracted three times with diethyl et...